This data is from the Open Reaction Database (ORD), a public repository of structured organic reaction records. The task is: describe an organic reaction: reactants, conditions, products, and yield Starting materials: O=C1NC(C(N1)=O)P(OCC)(=O)OCC (diethyl 2,4-dioxoimidazolidine-5-phosphonate), [Na] (Sodium), [N+](=O)([O-])C1=C(C=O)C=C(C=C1)N1CCCCC1 (2-nitro-5-(1-piperidinyl)benzaldehyde). Solvent: C(C)O (ethanol). Run at time 10 minute. The product is [N+](=O)([O-])C1=C(C=C(C=C1)N1CCCCC1)C=C1C(NC(N1)=O)=O (5-[[2-nitro-5-(1-piperidinyl)phenyl]methylene]-2,4-imidazolidinedione). The yield is 92.9%. RXN SMILES: [Na].[O:2]=[C:3]1[NH:7][C:6](=[O:8])[CH:5](P(OCC)(=O)OCC)[NH:4]1.[N+:17]([C:20]1[CH:27]=[CH:26][C:25]([N:28]2[CH2:33][CH2:32][CH2:31][CH2:30][CH2:29]2)=[CH:24][C:21]=1[CH:22]=O)([O-:19])=[O:18]>C(O)C>[N+:17]([C:20]1[CH:27]=[CH:26][C:25]([N:28]2[CH2:33][CH2:32][CH2:31][CH2:30][CH2:29]2)=[CH:24][C:21]=1[CH:22]=[C:5]1[NH:4][C:3](=[O:2])[NH:7][C:6]1=[O:8])([O-:19])=[O:18] |^1:0|. Reported procedure: Sodium (0.6 g, 0.026 g atom) was dissolved in absolute ethanol (200 mL) and diethyl 2,4-dioxoimidazolidine-5-phosphonate (6.0 g, 25 mmol) added. After 10 minutes, 2-nitro-5-(1-piperidinyl)benzaldehyde (5.0 g, 21 mmol) was added in one portion and the mixture stirred at room temperature for 5 hours. The yellow precipitate was filtered off, washed with water and dried in air to give 5-[[2-nitro-5-(1-piperidinyl)phenyl]methylene]-2,4-imidazolidinedione (6.17 g, 92%), m.p. 273°-276° C. A sample drie... Reactants: C1CCOC1, CC(C)(C)[O-], CCOC(C)=O, Cc1cc2c(=O)[nH]c(CCl)nc2s1, Cl, O=Cc1c[nH]nc1C(F)(F)F, [K+], CN(C)C=O, O. The product is Cc1cc2c(=O)[nH]c(Cn3cc(C=O)c(C(F)(F)F)n3)nc2s1. Reaction SMILES: [CH2:32]1[O:33][CH2:34][CH2:35][CH2:36]1.[CH3:25][C:26]([CH3:27])([O-:28])[CH3:29].[CH3:37][CH2:38][O:39][C:40]([CH3:41])=[O:42].[Cl:12][CH2:13][c:14]1[nH:15][c:16](=[O:24])[c:17]2[c:18]([n:19]1)[s:20][c:21]([CH3:23])[cH:22]2.[ClH:31].[F:1][C:2]([c:3]1[n:4][nH:5][cH:6][c:7]1[CH:8]=[O:9])([F:10])[F:11].[K+:30].[O:44]=[CH:45][N:46]([CH3:47])[CH3:48].[OH2:43]>>[F:1][C:2]([c:3]1[n:4][n:5]([CH2:13][c:14]2[nH:15][c:16](=[O:24])[c:17]3[c:18]([n:19]2)[s:20][c:21]([CH3:23])[cH:22]3)[cH:6][c:7]1[CH:8]=[O:9])([F:10])[F:11]. Starting materials: 16, CO[C@@H]1CN(CC[C@@H]1NC(C)C1=CC=CC=C1)C(=O)OCC ((+)-ethyl cis-3-methoxy-4-[(1-phenylethyl)amino]-1-piperidinecarboxylate), Cl (hydrochloric acid). Product: CO[C@@H]1CNCC[C@@H]1NC(C)C1=CC=CC=C1 ((+)-cis-3-methoxy-N-(1-phenylethyl)-4-piperidinamine), intermediate 105. Yield: 100.0%. As a reaction SMILES: [CH3:1][O:2][C@H:3]1[C@@H:8]([NH:9][CH:10]([C:12]2[CH:17]=[CH:16][CH:15]=[CH:14][CH:13]=2)[CH3:11])[CH2:7][CH2:6][N:5](C(OCC)=O)[CH2:4]1.Cl>>[CH3:1][O:2][C@H:3]1[C@@H:8]([NH:9][CH:10]([C:12]2[CH:17]=[CH:16][CH:15]=[CH:14][CH:13]=2)[CH3:11])[CH2:7][CH2:6][NH:5][CH2:4]1. Procedure: A solution of 16 parts of (+)-ethyl cis-3-methoxy-4-[(1-phenylethyl)amino]-1-piperidinecarboxylate in 170 parts of a hydrochloric acid solution 6N was stirred and refluxed for 45 hours. The reaction mixture was cooled and washed with dichloromethane. The aqueous phase was cooled in an ice-bath and treated with ammonium hydroxide. The product was extracted three times with 130 parts of dichloromethane. The combined extracts were washed with 10 parts of water, dried, filtered and evaporated. The r...